This data is from the Open Reaction Database (ORD), a public repository of structured organic reaction records. The task is: describe an organic reaction: reactants, conditions, products, and yield Solvent: C1=CC=CC=C1 (benzene), C(Cl)(Cl)Cl (chloroform), O1CCCC1 (tetrahydrofuran), C(C)OCC (diethyl ether), C(C)OCC (diethyl ether), CO (methanol). Product: OC=1C=C(C=CC1)C1(CCC(CC1)=O)N(C)C (4-(m-hydroxyphenyl)-4-dimethylaminocyclohexanone). Reactants: BrC=1C=C(C=CC1)O (m-bromophenol), C1COC2(CCC(CC2)(N(C)C)C#N)O1 (4-cyano-4-dimethylaminocyclohexanone ethylene ketal), [Cl-].[NH4+] (ammonium chloride), N (ammonia), ethylene ketal, O1CCCC=C1 (dihydropyran), C1(=CC=C(C=C1)S(=O)(=O)O)C (p-toluenesulfonic acid), Cl (hydrogen chloride), hydrochloride salt. As a reaction SMILES: Br[C:2]1[CH:3]=[C:4]([OH:8])[CH:5]=[CH:6][CH:7]=1.O1C=CCCC1.C1(C)C=CC(S(O)(=O)=O)=CC=1.C1O[C:29]2([CH2:34][CH2:33][C:32](C#N)([N:35]([CH3:37])[CH3:36])[CH2:31][CH2:30]2)[O:28]C1.[Cl-].[NH4+].Cl.N>C1C=CC=CC=1.C(OCC)C.C(Cl)(Cl)Cl.CO.O1CCCC1>[OH:8][C:4]1[CH:3]=[C:2]([C:32]2([N:35]([CH3:37])[CH3:36])[CH2:33][CH2:34][C:29](=[O:28])[CH2:30][CH2:31]2)[CH:7]=[CH:6][CH:5]=1 |f:4.5|. Conditions: temperature 25 celsius, time 1 hour. Reported procedure: A reaction solution consisting of 5.0 gm. (0.029 mole) m-bromophenol, 5.0 gm. dihydropyran, 0.30 gm. p-toluenesulfonic acid, and 80 ml. anhydrous diethyl ether is stirred at 25° C. for 4 hours. The mixture is washed successively with 25 ml. portions of 1 N aqueous sodium hydroxide, with water, and with brine. The thus washed organic layer is taken to dryness by removing the solvent by evaporation under reduced pressure. There is thus obtained 7.42 gm. of m-(tetrahydropyranyl-2-oxy)-bromobenzene ... Isolated yield 48.0%. The reactants are O=S(=O)(CBr)NC1CC1, O=C([O-])O, CCOC(C)=O, Cc1ccc(-c2nc(N)nc(S)c2C=O)c(C)c1, [Na+], CN(C)C=O. RXN SMILES: [Br:24][CH2:25][S:26](=[O:27])(=[O:28])[NH:29][CH:30]1[CH2:31][CH2:32]1.[C:1](=[O:2])([O-:3])[OH:4].[CH3:33][CH2:34][O:35][C:36](=[O:37])[CH3:38].[NH2:6][c:7]1[n:8][c:9]([SH:23])[c:10]([CH:21]=[O:22])[c:11](-[c:13]2[c:14]([CH3:20])[cH:15][c:16]([CH3:19])[cH:17][cH:18]2)[n:12]1.[Na+:5].[O:39]=[CH:40][N:41]([CH3:42])[CH3:43]>>[NH2:6][c:7]1[n:8][c:9]([S:23][CH2:25][S:26](=[O:27])(=[O:28])[NH:29][CH:30]2[CH2:31][CH2:32]2)[c:10]([CH:21]=[O:22])[c:11](-[c:13]2[c:14]([CH3:20])[cH:15][c:16]([CH3:19])[cH:17][cH:18]2)[n:12]1. The product is Cc1ccc(-c2nc(N)nc(SCS(=O)(=O)NC3CC3)c2C=O)c(C)c1. Starting materials: CC(C(=O)N1CCC[C@@]12C(N(CC2)[C@H](CC(C)C)C(=O)OCC2=CC=CC=C2)=O)=C ((5R)-1-(2-methylacryloyl)-7-[(1R)-1-benzyloxycarbonyl-3-methylbutyl]-6-oxo-1,7-diazaspiro[4.4]nonane), O (H2O). The solvent is CO (methanol). Conditions: time 1 hour. Yields the product CC(C(=O)N1CCC[C@@]12C(N(CC2)[C@H](CC(C)C)C(=O)O)=O)=C ((5R)-1-(2-methylacryloyl)-7-[(1R)-1-carboxy-3-methylbutyl]-6-oxo-1,7-diazaspiro[4.4]nonane). The yield is 85.3%. Reaction SMILES: [CH3:1][C:2](=[CH2:30])[C:3]([N:5]1[C@@:9]2([CH2:13][CH2:12][N:11]([C@@H:14]([C:19]([O:21]CC3C=CC=CC=3)=[O:20])[CH2:15][CH:16]([CH3:18])[CH3:17])[C:10]2=[O:29])[CH2:8][CH2:7][CH2:6]1)=[O:4].O>CO>[CH3:30][C:2](=[CH2:1])[C:3]([N:5]1[C@@:9]2([CH2:13][CH2:12][N:11]([C@@H:14]([C:19]([OH:21])=[O:20])[CH2:15][CH:16]([CH3:18])[CH3:17])[C:10]2=[O:29])[CH2:8][CH2:7][CH2:6]1)=[O:4]. Procedure: To a solution of 15 (65 mg, 0.16 mmol) in methanol (2.5 ml) were added aq. NAOH (1.6 ml, 1N) and H2O (1.6 ml) and the mixture was stirred at room temperature for 1 h. The resulting mixture was concentrated at reduced pressure, and the residue was partitioned between H2O (20 ml) and DCM (20 ml). The aqueous phase was acidified to pH=2 with aq HCl (10 ml, 0.1 N) and extracted with DCM (3×20 ml). The combined organic phases were washed with brine (25 ml), dried (Na2SO4) and concentrated at reduced ... Reactants: FC=1C=C(C=C(C1)F)C=1C=CC=2N(N1)C(=NN2)CNC=2C=CN=C1C=C(C=NC21)C2(CCN(CC2)C(=O)OC(C)(C)C)O (tert-butyl 4-(8-((6-(3,5-difluorophenyl)-[1,2,4]triazolo[4,3-b]pyridazin-3-yl)methylamino)-1,5-naphthyridin-3-yl)-4-hydroxypiperidine-1-carboxylate), CC1=NSC(=C1)C=1C=CC=2N(N1)C(=NN2)CN ((6-(3-methylisothiazol-5-yl)-[1,2,4]triazolo[4,3-b]pyridazin-3-yl)methanamine). Yields the product FC=1C=C(C=C(C1)F)C=1C=CC=2N(N1)C(=NN2)CNC=2C=CN=C1C=C(C=NC21)C2(CCNCC2)O (4-(8-((6-(3,5-difluorophenyl)-[1,2,4]triazolo[4,3-b]pyridazin-3-yl)methylamino)-1,5-naphthyridin-3-yl)piperidin-4-ol). Reaction SMILES: [F:1][C:2]1[CH:3]=[C:4]([C:9]2[CH:10]=[CH:11][C:12]3[N:13]([C:15]([CH2:18][NH:19][C:20]4[CH:21]=[CH:22][N:23]=[C:24]5[C:29]=4[N:28]=[CH:27][C:26]([C:30]4([OH:43])[CH2:35][CH2:34][N:33](C(OC(C)(C)C)=O)[CH2:32][CH2:31]4)=[CH:25]5)=[N:16][N:17]=3)[N:14]=2)[CH:5]=[C:6]([F:8])[CH:7]=1.CC1C=C(C2C=CC3N(C(CN)=NN=3)N=2)SN=1>>[F:1][C:2]1[CH:3]=[C:4]([C:9]2[CH:10]=[CH:11][C:12]3[N:13]([C:15]([CH2:18][NH:19][C:20]4[CH:21]=[CH:22][N:23]=[C:24]5[C:29]=4[N:28]=[CH:27][C:26]([C:30]4([OH:43])[CH2:35][CH2:34][NH:33][CH2:32][CH2:31]4)=[CH:25]5)=[N:16][N:17]=3)[N:14]=2)[CH:5]=[C:6]([F:8])[CH:7]=1. Procedure: Deprotection of tert-butyl 4-(8-((6-(3,5-difluorophenyl)-[1,2,4]triazolo[4,3-b]pyridazin-3-yl)methylamino)-1,5-naphthyridin-3-yl)-4-hydroxypiperidine-1-carboxylate using the method described for (6-(3-methylisothiazol-5-yl)-[1,2,4]triazolo[4,3-b]pyridazin-3-yl)methanamine M/Z=489.2 [M+H], calc 488.19 for C25H22F2N8O. Starting materials: [BH4-], CC(C)(C)OC(=O)N1C(=O)C2CC1CCC2N(Cc1ccccc1)Cc1ccccc1, C1CCOC1, [Na+], O. Product: CC(C)(C)OC(=O)NC1CCC(N(Cc2ccccc2)Cc2ccccc2)C(CO)C1. Reaction SMILES: [BH4-:32].[CH2:1]([c:2]1[cH:3][cH:4][cH:5][cH:6][cH:7]1)[N:8]([CH:9]1[CH:10]2[C:11](=[O:24])[N:12]([C:17](=[O:18])[O:19][C:20]([CH3:21])([CH3:22])[CH3:23])[CH:13]([CH2:14][CH2:15]1)[CH2:16]2)[CH2:25][c:26]1[cH:27][cH:28][cH:29][cH:30][cH:31]1.[CH2:34]1[O:35][CH2:36][CH2:37][CH2:38]1.[Na+:33].[OH2:39]>>[CH2:1]([c:2]1[cH:3][cH:4][cH:5][cH:6][cH:7]1)[N:8]([CH:9]1[CH:10]([CH2:11][OH:24])[CH2:16][CH:13]([NH:12][C:17](=[O:18])[O:19][C:20]([CH3:21])([CH3:22])[CH3:23])[CH2:14][CH2:15]1)[CH2:25][c:26]1[cH:27][cH:28][cH:29][cH:30][cH:31]1. Starting materials: C(C)(C)(C)C1=CC(=C(C=N1)C=1N([C@]([C@](N1)(C)C1=CC=C(C=C1)Cl)(C)C1=CC=C(C=C1)Cl)C(=O)N1CCC(CC1)CC(=O)O)OCC ({1-[(4S,5R)-2-(6-tert-butyl-4-ethoxy-pyridin-3-yl)-4,5-bis-(4-chloro-phenyl)-4,5-dimethyl-4,5-dihydro-imidazole-1-carbonyl]-piperidin-4-yl}-acetic acid), CNCCC (n-methyl-1-propylamine). Yields the product C(C)(C)(C)C1=CC(=C(C=N1)C=1N([C@]([C@](N1)(C)C1=CC=C(C=C1)Cl)(C)C1=CC=C(C=C1)Cl)C(=O)N1CCC(CC1)CC(=O)N(CCC)C)OCC (2-{1-[(4S,5R)-2-(6-tert-Butyl-4-ethoxy-pyridin-3-yl)-4,5-bis-(4-chloro-phenyl)-4,5-dimethyl-4,5-dihydro-imidazole-1-carbonyl]-piperidin-4-yl}-N-methyl-N-propyl-acetamide). RXN SMILES: [C:1]([C:5]1[N:10]=[CH:9][C:8]([C:11]2[N:12]([C:32]([N:34]3[CH2:39][CH2:38][CH:37]([CH2:40][C:41]([OH:43])=O)[CH2:36][CH2:35]3)=[O:33])[C@@:13]([C:25]3[CH:30]=[CH:29][C:28]([Cl:31])=[CH:27][CH:26]=3)([CH3:24])[C@@:14]([C:17]3[CH:22]=[CH:21][C:20]([Cl:23])=[CH:19][CH:18]=3)([CH3:16])[N:15]=2)=[C:7]([O:44][CH2:45][CH3:46])[CH:6]=1)([CH3:4])([CH3:3])[CH3:2].[CH3:47][NH:48][CH2:49][CH2:50][CH3:51]>>[C:1]([C:5]1[N:10]=[CH:9][C:8]([C:11]2[N:12]([C:32]([N:34]3[CH2:39][CH2:38][CH:37]([CH2:40][C:41]([N:48]([CH3:47])[CH2:49][CH2:50][CH3:51])=[O:43])[CH2:36][CH2:35]3)=[O:33])[C@@:13]([C:25]3[CH:26]=[CH:27][C:28]([Cl:31])=[CH:29][CH:30]=3)([CH3:24])[C@@:14]([C:17]3[CH:22]=[CH:21][C:20]([Cl:23])=[CH:19][CH:18]=3)([CH3:16])[N:15]=2)=[C:7]([O:44][CH2:45][CH3:46])[CH:6]=1)([CH3:3])([CH3:2])[CH3:4]. Procedure details: In a manner analogous to the method described in example 163, {1-[(4S,5R)-2-(6-tert-butyl-4-ethoxy-pyridin-3-yl)-4,5-bis-(4-chloro-phenyl)-4,5-dimethyl-4,5-dihydro-imidazole-1-carbonyl]-piperidin-4-yl}-acetic acid was reacted with n-methyl-1-propylamine (Aldrich) to give the title product. LC-MS (ES+) 720 [(M+H)+]. Reactants: [OH-].[Na+] (sodium hydroxide), mixture, ClC(C(=O)O)C ((RS)-(+)-2-chloropropionic acid), FC(C=1C=CC(=NC1)OC1=CC=C(C=C1)O)(F)F (4-(5-trifluoromethyl-2-pyridyloxy)phenol). Solvent: O (water), O (water), C=1(C(=CC=CC1)C)C (xylene). Conditions: temperature 90 celsius, time 15 minute. Yields the product FC(C=1C=CC(=NC1)OC1=CC=C(OC(C(=O)O)C)C=C1)(F)F ((RS)-(+)-2-[4-(5-trifluoromethyl-2-pyridyloxy)phenoxy]propionic acid). Reaction SMILES: Cl[CH:2]([CH3:6])[C:3]([OH:5])=[O:4].[F:7][C:8]([F:24])([F:23])[C:9]1[CH:10]=[CH:11][C:12]([O:15][C:16]2[CH:21]=[CH:20][C:19]([OH:22])=[CH:18][CH:17]=2)=[N:13][CH:14]=1.[OH-].[Na+]>C1(C)C(C)=CC=CC=1.O>[F:24][C:8]([F:7])([F:23])[C:9]1[CH:10]=[CH:11][C:12]([O:15][C:16]2[CH:17]=[CH:18][C:19]([O:22][CH:2]([CH3:6])[C:3]([OH:5])=[O:4])=[CH:20][CH:21]=2)=[N:13][CH:14]=1 |f:2.3|. Procedure: 100.0 g (0.92 mol) of (RS)-(+)-2-chloropropionic acid are added to the solution of 192.0 g (0.75 mol) of 4-(5-trifluoromethyl-2-pyridyloxy)phenol in 900 g (about 1050 ml) of xylene. The temperature of the reaction mixture is elevated to 80° C. and 78.0 g (1.95 mol) of sodium hydroxide dissolved in water are added dropwise under such a reduced pressure (about 36 kPa) that the mixture boils at 90° C. The water formed in the reaction is continuously distilled off while maintaining the boiling tempe... The reactants are ( 100 ), ( 3.67 ), CC1=C[C@@H]2C=3C(=CC(=CC3O[C@]4(C2[C@H](C1)C=5C=CC(=CC5O4)O)C=6C=CC(=CC6O)O)C7=CC=8C=CC(=CC8O7)O)O (albanol A), CO (MeOH), ( 3.82 ), [Na+].[Cl-] (NaCl), ( 26 ). Yields the product COC=1C=CC(=C(C1)O)CCCC=2C=CC(=CC2)O (Broussonin A). RXN SMILES: [Na+].[Cl-].CC1C[C@@H]2C3C=CC(O)=CC=3O[C@:14]3([C:26]4[CH:27]=[CH:28][C:29]([OH:33])=[CH:30][C:31]=4O)[CH:15]2[C@@H:6]([C:7]2[C:8]([OH:44])=[CH:9][C:10](C4OC5C=C(O)C=CC=5C=4)=[CH:11][C:12]=2O3)C=1.[CH3:45][OH:46]>>[CH3:45][O:46][C:10]1[CH:11]=[CH:12][C:7]([CH2:6][CH2:15][CH2:14][C:26]2[CH:27]=[CH:28][C:29]([OH:33])=[CH:30][CH:31]=2)=[C:8]([OH:44])[CH:9]=1 |f:0.1|. Reported procedure: Yellow powder; mp 95-96° C.; UV (MeOH) λmax (log ε) 279 (3.67), 231 (3.82) nm; IR (NaCl) γmax 3380, 1625, 1558, 1507 cm 1; 1H NMR (CD3OD, 500 MHz) δ 1.78 (2H, m, H-2), 2.51 (4H, m, H-1 and H-3), 3.71 (3H, s, OCH3), 6.31 (1H, dd, J=2.5 and 8.1 Hz, H-5′), 6.33 (1H, d, J=2.4 Hz, H-3′), 6.67 (2H, d, J=8.6 Hz, H-3″), 6.90 (1H, d, J=8.2 Hz, H-6′), 6.98 (2H, d, J=8.5 Hz, H-2″); 13C NMR (CD3OD, 125 MHz) δ 30.3 (C-1), 33.5 (C-2), 35.9 (C-3), 55.6 (OCH3), 102.3 (C-3′), 105.4 (C-5′), 116.0 (C-3″), 122.5 (C... Starting materials: [Br-], BrCc1ccccc1Br, CCOC(=O)CC(=O)OCC, CCO, [Na+], [Na]. The product is CCOC(=O)C(Cc1ccccc1Br)C(=O)OCC. RXN SMILES: [Br-:23].[Br:13][c:14]1[c:15]([CH2:16][Br:17])[cH:18][cH:19][cH:20][cH:21]1.[C:1]([CH2:2][C:3](=[O:4])[O:5][CH2:6][CH3:7])(=[O:8])[O:9][CH2:10][CH3:11].[CH3:24][CH2:25][OH:26].[Na+:22].[Na:12]>>[C:1]([CH:2]([C:3](=[O:4])[O:5][CH2:6][CH3:7])[CH2:16][c:15]1[c:14]([Br:13])[cH:21][cH:20][cH:19][cH:18]1)(=[O:8])[O:9][CH2:10][CH3:11].